From a dataset of the Open Reaction Database (ORD), a public repository of structured organic reaction records. describe an organic reaction: reactants, conditions, products, and yield Starting materials: CCOC(=O)c1cc2c(C(=O)Nc3ccc(C(=O)N(C)c4ccc(C)cc4OCCCCCC(=O)N4CCN(C)CC4)cc3OC)cccc2[nH]1, CO, CCO, Cl, [Na+], [OH-]. The product is COc1cc(C(=O)N(C)c2ccc(C)cc2OCCCCCC(=O)N2CCN(C)CC2)ccc1NC(=O)c1cccc2[nH]c(C(=O)O)cc12. Reaction SMILES: [CH2:1]([CH3:2])[O:3][C:4](=[O:5])[c:6]1[nH:7][c:8]2[cH:9][cH:10][cH:11][c:12]([C:15](=[O:16])[NH:17][c:18]3[c:19]([O:50][CH3:51])[cH:20][c:21]([C:22](=[O:23])[N:24]([c:25]4[c:26]([O:32][CH2:33][CH2:34][CH2:35][CH2:36][CH2:37][C:38](=[O:39])[N:40]5[CH2:41][CH2:42][N:43]([CH3:46])[CH2:44][CH2:45]5)[cH:27][c:28]([CH3:31])[cH:29][cH:30]4)[CH3:47])[cH:48][cH:49]3)[c:13]2[cH:14]1.[CH3:53][OH:54].[CH3:57][CH2:58][OH:59].[ClH:52].[Na+:56].[OH-:55]>>[O:3]=[C:4]([OH:5])[c:6]1[nH:7][c:8]2[cH:9][cH:10][cH:11][c:12]([C:15](=[O:16])[NH:17][c:18]3[c:19]([O:50][CH3:51])[cH:20][c:21]([C:22](=[O:23])[N:24]([c:25]4[c:26]([O:32][CH2:33][CH2:34][CH2:35][CH2:36][CH2:37][C:38](=[O:39])[N:40]5[CH2:41][CH2:42][N:43]([CH3:46])[CH2:44][CH2:45]5)[cH:27][c:28]([CH3:31])[cH:29][cH:30]4)[CH3:47])[cH:48][cH:49]3)[c:13]2[cH:14]1. The reactants are C(C1=CC=CC=C1)OC(=O)N[C@H](C(=O)OC(C)(C)C)CS ((R)-tert-butyl 2-(benzyloxycarbonylamino)-3-mercaptopropanoate), (2S)-(+)-glycidyl-4-nitrobenzoate, [OH-].[Na+] (NaOH), [N+](=O)([O-])C1=C(C(=O)[O-])C=CC=C1 (nitrobenzoate). Run in CC(C)(C)O (tBuOH), CC(C)(C)O (tBuOH). Conditions: time 15 hour. Product: C(C1=CC=CC=C1)OC(=O)N[C@H](C(=O)OC(C)(C)C)CSC[C@@H](CO)O ((R)-tert-butyl 2-(benzyloxycarbonylamino)-3-((R)-2,3-dihydroxypropylthio)propanoate). As a reaction SMILES: [OH-:1].[Na+].[N+]([C:6]1C=CC=C[C:7]=1[C:8]([O-:10])=O)([O-])=O.[CH2:15]([O:22][C:23]([NH:25][C@@H:26]([CH2:34][SH:35])[C:27]([O:29][C:30]([CH3:33])([CH3:32])[CH3:31])=[O:28])=[O:24])[C:16]1[CH:21]=[CH:20][CH:19]=[CH:18][CH:17]=1>CC(O)(C)C>[CH2:15]([O:22][C:23]([NH:25][C@@H:26]([CH2:34][S:35][CH2:6][C@H:7]([OH:1])[CH2:8][OH:10])[C:27]([O:29][C:30]([CH3:31])([CH3:32])[CH3:33])=[O:28])=[O:24])[C:16]1[CH:17]=[CH:18][CH:19]=[CH:20][CH:21]=1 |f:0.1|. Reported procedure: A solution of (2S)-(+)-glycidyl-4-nitrobenzoate (1.1 eq) and 1M NaOH (1.1 eq) in tBuOH (0.1 M) was stirred at room temperature until complete hydrolysis of the nitrobenzoate was observed (30 minutes). To the resulting mixture, a solution of (R)-tert-butyl 2-(benzyloxycarbonylamino)-3-mercaptopropanoate (12, 1 eq) in tBuOH (1 M) was introduced and the reaction stirred at room temperature for 15 hours. The reaction mixture was concentrated en vaccuo to remove tBuOH then dissolved in EtOAc. The EtO... Reactants: C(C)(=O)[O-].[Na+] (Sodium acetate), O1CCC(C2=CC=CC=C12)=O (4-chromanone), Cl.NO (hydroxylamine hydrochloride). Solvent: CCO (EtOH), CCOC(=O)C (EtOAc). Conditions: temperature 80 celsius, time 16 hour. Yields the product O1CC\C(\C2=CC=CC=C12)=N/O ((4E)-2,3-Dihydro-4H-chromen-4-one oxime). As a reaction SMILES: C([O-])(=O)C.[Na+].[O:6]1[C:15]2[C:10](=[CH:11][CH:12]=[CH:13][CH:14]=2)[C:9](=O)[CH2:8][CH2:7]1.Cl.[NH2:18][OH:19]>CCO.CCOC(C)=O>[O:6]1[C:15]2[C:10](=[CH:11][CH:12]=[CH:13][CH:14]=2)/[C:9](=[N:18]/[OH:19])/[CH2:8][CH2:7]1 |f:0.1,3.4|. Reported procedure: Sodium acetate (503.852 mg, 6.14 mmol) was added to a stirred solution of 4-chromanone ([CAS491-37-2], 700 mg, 4.73 mmol) and hydroxylamine hydrochloride ([CAS5470-11-1], 426.808 mg, 6.14 mmol) in EtOH (31 mL). The mixture was stirred at 80° C. for 16 h. The mixture was cooled to RT, diluted with EtOAc, and washed with water. The organic layer was separated, dried (Na2SO4), filtered and concentrated in vacuo to yield I-36 (727.7 mg, 93%) as a white solid, which was used in the next step without ... The reactants are CC(=O)Cl, O=c1cccc[nH]1. Product: CC(=O)Oc1ccccn1. As a reaction SMILES: [CH3:8][C:9]([Cl:10])=[O:11].[nH:1]1[c:2](=[O:7])[cH:3][cH:4][cH:5][cH:6]1>>[n:1]1[c:2]([O:7][C:9]([CH3:8])=[O:11])[cH:3][cH:4][cH:5][cH:6]1. Reactants: CN1N=NN(C1=O)C1C(C=CC=C1)=COC1=C(C=C(C=C1)I)C (1-methyl-4-[ortho-(4-iodo-2-methylphenoxymethylene)phenyl]tetrazol-5-one), C1(=CC=CC=C1)N1N=CC(=C1)[Sn](CCCC)(CCCC)CCCC ((1-phenylpyrazol-4-yl)tributylstannane). Reagents/catalysts: C=1C=CC(=CC1)[P](C=2C=CC=CC2)(C=3C=CC=CC3)[Pd]([P](C=4C=CC=CC4)(C=5C=CC=CC5)C=6C=CC=CC6)([P](C=7C=CC=CC7)(C=8C=CC=CC8)C=9C=CC=CC9)[P](C=1C=CC=CC1)(C=1C=CC=CC1)C=1C=CC=CC1 (tetrakis(triphenylphosphine)palladium(0)). Run in C1(=CC=CC=C1)C (toluene). Yields the product CN1N=NN(C1=O)C1C(C=CC=C1)=COC1=C(C=C(C=C1)C=1C=NN(C1)C1=CC=CC=C1)C (1-methyl-4-(ortho-(2-methyl-4-(1-phenylpyrazol-4-yl)-phenoxymethylene)phenyl)-tetrazol-5-one). Isolated yield 15.7%. RXN SMILES: [CH3:1][N:2]1[C:6](=[O:7])[N:5]([CH:8]2[CH:13]=[CH:12][CH:11]=[CH:10][C:9]2=[CH:14][O:15][C:16]2[CH:21]=[CH:20][C:19](I)=[CH:18][C:17]=2[CH3:23])[N:4]=[N:3]1.[C:24]1([N:30]2[CH:34]=[C:33]([Sn](CCCC)(CCCC)CCCC)[CH:32]=[N:31]2)[CH:29]=[CH:28][CH:27]=[CH:26][CH:25]=1>C1(C)C=CC=CC=1.C1C=CC([P]([Pd]([P](C2C=CC=CC=2)(C2C=CC=CC=2)C2C=CC=CC=2)([P](C2C=CC=CC=2)(C2C=CC=CC=2)C2C=CC=CC=2)[P](C2C=CC=CC=2)(C2C=CC=CC=2)C2C=CC=CC=2)(C2C=CC=CC=2)C2C=CC=CC=2)=CC=1>[CH3:1][N:2]1[C:6](=[O:7])[N:5]([CH:8]2[CH:13]=[CH:12][CH:11]=[CH:10][C:9]2=[CH:14][O:15][C:16]2[CH:21]=[CH:20][C:19]([C:33]3[CH:32]=[N:31][N:30]([C:24]4[CH:25]=[CH:26][CH:27]=[CH:28][CH:29]=4)[CH:34]=3)=[CH:18][C:17]=2[CH3:23])[N:4]=[N:3]1 |^1:58,60,79,98|. Procedure: A solution of 1.48 g (3.5 mmol) of the tetrazolone from Example 5, 1.51 g of (1-phenylpyrazol-4-yl)tributylstannane and 0.2 g of tetrakis(triphenylphosphine)palladium(0) in 20 ml of anhydrous toluene was stirred at 70° C. for 2 hours and then refluxed for 2 hours. The solvent was distilled off and the residue was chromatographed over silica gel (cyclohexane:methyl tert-butyl ether mixture 1:1), giving 0.24 g of the title compound of m.p. 152-153° C. Reactants: [OH-].[Na+] (NaOH), O (H2O), N1=C(C=CC=C1)C(CN1C[C@H](CCC1)C(=O)OCC)(O)C1=CC=CC=C1 (Ethyl 1-[2-(2-pyridyl)-2-phenyl-2-hydroxyethyl]piperidine-3(S)-carboxylate). The solvent is CCO (EtOH). Product: N1=C(C=CC=C1)C(CN1C[C@H](CCC1)C(=O)O)(O)C1=CC=CC=C1 (1-[2-(2-Pyridyl)-2-phenyl-2-hydroxyethyl]piperidine-3(S)-carboxylic acid). RXN SMILES: [N:1]1[CH:6]=[CH:5][CH:4]=[CH:3][C:2]=1[C:7]([C:21]1[CH:26]=[CH:25][CH:24]=[CH:23][CH:22]=1)([OH:20])[CH2:8][N:9]1[CH2:14][CH2:13][CH2:12][C@H:11]([C:15]([O:17]CC)=[O:16])[CH2:10]1.[OH-].[Na+].O>CCO>[N:1]1[CH:6]=[CH:5][CH:4]=[CH:3][C:2]=1[C:7]([C:21]1[CH:22]=[CH:23][CH:24]=[CH:25][CH:26]=1)([OH:20])[CH2:8][N:9]1[CH2:14][CH2:13][CH2:12][C@H:11]([C:15]([OH:17])=[O:16])[CH2:10]1 |f:1.2|. Procedure: Ethyl 1-[2-(2-pyridyl)-2-phenyl-2-hydroxyethyl]piperidine-3(S)-carboxylate (0.187 g, 0.527 mmol) was dissolved in EtOH (5 mL), 1N NaOH (0.791 mL, 0.791 mmol) and H2O (5 mL) added, and the reaction mixture heated at reflux for 3 hr. Neutralization with 1N HCl (to a pH of 6) and concentration to dryness gave the title compound which was used without further purification. The reactants are C, CCO, [H][H], [Pd], CCOC(=O)NCC(=O)N1CCC(=C2c3ccccc3C=Cc3ccccc32)CC1. The product is CCOC(=O)NCC(=O)N1CCC(=C2c3ccccc3CCc3ccccc32)CC1. As a reaction SMILES: [C:36].[CH3:31][CH2:32][OH:33].[H:34][H:35].[Pd:37].[cH:1]1[cH:2][cH:3][cH:4][c:5]2[c:11]1[CH:10]=[CH:9][c:8]1[c:7]([cH:15][cH:14][cH:13][cH:12]1)[C:6]2=[C:16]1[CH2:17][CH2:18][N:19]([C:22]([CH2:23][NH:24][C:25]([O:26][CH2:27][CH3:28])=[O:29])=[O:30])[CH2:20][CH2:21]1>>[cH:1]1[cH:2][cH:3][cH:4][c:5]2[c:11]1[CH2:10][CH2:9][c:8]1[c:7]([cH:15][cH:14][cH:13][cH:12]1)[C:6]2=[C:16]1[CH2:17][CH2:18][N:19]([C:22]([CH2:23][NH:24][C:25]([O:26][CH2:27][CH3:28])=[O:29])=[O:30])[CH2:20][CH2:21]1.